Dataset: the Open Reaction Database (ORD), a public repository of structured organic reaction records. Task: describe an organic reaction: reactants, conditions, products, and yield Reactants: ClC1=CC=C2C(N(C(C2=C1)CC(=O)OCC)C1=CC=C(C=C1)OC)=O (Ethyl 6-chloro-3-oxo-2-(4-methoxyphenyl)isoindoline-1-acetate), CN1CCNCC1 (N-methylpiperazine). Solvent: O (water). The product is ClC=1C=C2C(N(C(C2=CC1)=O)C1=CC=C(C=C1)OC)CC(=O)N1CCN(CC1)C (5-chloro-2-(4-methoxyphenyl)-3-(4-methylpiperazin-1-yl)carbonylmethylisoindolin-1-one). Yield: 86.9%. Reaction SMILES: [Cl:1][C:2]1[CH:10]=[C:9]2[C:5]([C:6](=[O:25])[N:7]([C:17]3[CH:22]=[CH:21][C:20]([O:23][CH3:24])=[CH:19][CH:18]=3)[CH:8]2[CH2:11][C:12]([O:14]CC)=O)=[CH:4][CH:3]=1.[CH3:26][N:27]1[CH2:32][CH2:31][NH:30][CH2:29][CH2:28]1>O>[Cl:1][C:2]1[CH:10]=[C:9]2[C:5](=[CH:4][CH:3]=1)[C:6](=[O:25])[N:7]([C:17]1[CH:18]=[CH:19][C:20]([O:23][CH3:24])=[CH:21][CH:22]=1)[CH:8]2[CH2:11][C:12]([N:30]1[CH2:31][CH2:32][N:27]([CH3:26])[CH2:28][CH2:29]1)=[O:14]. Procedure details: Ethyl 6-chloro-3-oxo-2-(4-methoxyphenyl)isoindoline-1-acetate (1.0 g) and N-methylpiperazine (1.3 g) was heated at 110° C. for 4 hours in an nitrogen stream. After cooling, water (40 ml) was added to the reaction mixture and crystals separated were collected by filtration, washed with water and then dried. Recrystallization from ether gave 5-chloro-2-(4-methoxyphenyl)-3-(4-methylpiperazin-1-yl)carbonylmethylisoindolin-1-one (1.0 g). The product was identified with the compound No. 13 in Table 5 ... Starting materials: CCCN=C=S, Nc1ccnc(CCCCCN2C(=O)c3ccccc3C2=O)n1, c1ccncc1. The product is CCCNC(=S)Nc1ccnc(CCCCCN2C(=O)c3ccccc3C2=O)n1. RXN SMILES: [CH2:24]([CH2:25][CH3:26])[N:27]=[C:28]=[S:29].[NH2:1][c:2]1[n:3][c:4]([CH2:8][CH2:9][CH2:10][CH2:11][CH2:12][N:13]2[C:14](=[O:23])[c:15]3[c:16]([cH:19][cH:20][cH:21][cH:22]3)[C:17]2=[O:18])[n:5][cH:6][cH:7]1.[cH:30]1[cH:31][cH:32][n:33][cH:34][cH:35]1>>[NH:1]([c:2]1[n:3][c:4]([CH2:8][CH2:9][CH2:10][CH2:11][CH2:12][N:13]2[C:14](=[O:23])[c:15]3[c:16]([cH:19][cH:20][cH:21][cH:22]3)[C:17]2=[O:18])[n:5][cH:6][cH:7]1)[C:28]([NH:27][CH2:24][CH2:25][CH3:26])=[S:29]. Reactants: stainless steel, complex 1, BrC1=CC=C(C(=O)OC)C=C1 (methyl p-bromobenzoate), CO[Na] (MeONa), [H][H] (hydrogen). Solvent: CO (methanol). Reaction conditions: temperature 80 celsius, time 16 hour. Product: C(C1=CC=CC=C1)(=O)OC (methyl benzoate), BrC1=CC=C(CO)C=C1 (p-bromobenzyl alcohol). Reaction SMILES: [Br:1][C:2]1[CH:11]=[CH:10][C:5]([C:6]([O:8][CH3:9])=[O:7])=[CH:4][CH:3]=1.CO[Na].[H][H]>CO>[C:6]([O:8][CH3:9])(=[O:7])[C:5]1[CH:10]=[CH:11][CH:2]=[CH:3][CH:4]=1.[Br:1][C:2]1[CH:11]=[CH:10][C:5]([CH2:6][OH:7])=[CH:4][CH:3]=1. Procedure: To a 100 ml stainless steel autoclave, 6.0 mg (0.01 mmol) of complex 1 and 430 mg (2 mmol) of methyl p-bromobenzoate were added, and the autoclave was purged with nitrogen. Then, 0.5 ml (0.5 mmol) of 1 N MeONa and 1.5 ml of methanol were added thereto. Subsequently, hydrogen was introduced to a pressure of 5.0 MPa, followed by stirring at 80° C. for 16 hours. After cooling to room temperature, the reaction product was analyzed by GC. Merely dibromination of 31% of the substrate occurred which re... Reactants: E2, FC=1C=C(C=C(C1)F)C1(CNCC1)O (3-(3,5-difluorophenyl)-pyrrolidin-3-ol), C=O (formaldehyde). Run in C(=O)O (formic acid). Conditions: time 5 hour. Yields the product FC=1C=C(C=C(C1)F)C1(CN(CC1)C)O ((−)-3-(3,5-DIFLUOROPHENYL)-1-METHYLPYRROLIDIN-3-OL). As a reaction SMILES: [F:1][C:2]1[CH:3]=[C:4]([C:9]2([OH:14])[CH2:13][CH2:12][NH:11][CH2:10]2)[CH:5]=[C:6]([F:8])[CH:7]=1.[CH2:15]=O>C(O)=O>[F:1][C:2]1[CH:3]=[C:4]([C:9]2([OH:14])[CH2:13][CH2:12][N:11]([CH3:15])[CH2:10]2)[CH:5]=[C:6]([F:8])[CH:7]=1. Procedure: Preparation according to Example 11: Enantiomer E2 of 3-(3,5-difluorophenyl)-pyrrolidin-3-ol (0.29 g, 1.45 mmol), formic acid (3.8 mL), aqueous formaldehyde (40%, 3.4 mL). 65° C. for 5 h. Purification by flash chromatography on silica gel (ethyl acetate/methanol, 10:1). Yield: 0.19 g. [α]D=−22.8° (methanol). The amine was converted to the oxalic acid salt and recrystallized from ethanol/diethyl ether/diisopropyl ether: M.p. 134-135° C.; MS m/z (relative intensity, 70 eV) 213 (M+, 15), 57.1 (bp),... The reactants are [N+](=O)([O-])C1=C(C=CC=C1)N1CCC(CC1)NC(C)=O (N-[1-(2-nitro-phenyl)-piperidin-4-yl]-acetamide). Reagents/catalysts: [Pd] (palladium on carbon). Run in CO (methanol). Reaction conditions: time 1 hour. Yields the product NC1=C(C=CC=C1)N1CCC(CC1)NC(C)=O (N-[1-(2-Amino-phenyl)-piperidin-4-yl]-acetamide). Isolated yield 100.0%. Reaction SMILES: [N+:1]([C:4]1[CH:9]=[CH:8][CH:7]=[CH:6][C:5]=1[N:10]1[CH2:15][CH2:14][CH:13]([NH:16][C:17](=[O:19])[CH3:18])[CH2:12][CH2:11]1)([O-])=O>CO.[Pd]>[NH2:1][C:4]1[CH:9]=[CH:8][CH:7]=[CH:6][C:5]=1[N:10]1[CH2:11][CH2:12][CH:13]([NH:16][C:17](=[O:19])[CH3:18])[CH2:14][CH2:15]1. Reported procedure: To a solution of N-[1-(2-nitro-phenyl)-piperidin-4-yl]-acetamide (as prepared in the previous step) (55 mg, 0.21 mmol) in methanol (10 mL) was added 10% palladium on carbon (50 mg) and the mixture stirred at RT for 1 h under hydrogen (1 atm). The mixture was filtered through a short column of Celite and the solvent removed in vacuo to yield 48 mg (100%) of the title compound as a purple solid. 1H-NMR (400 MHz, CDCl3): δ 6.82-6.67 (m, 4H), 4.44 (m, 1H), 3.78 (m, 1H), 3.35 (br s, 2H), 3.21 (m, 1H)...